Dataset: the Open Reaction Database (ORD), a public repository of structured organic reaction records. Task: describe an organic reaction: reactants, conditions, products, and yield The reactants are CI (methyl iodide), C(=O)(O)[O-].[Na+] (NaHCO3), Cl.ClC=1C=C2C=3CCNC(C3NC2=CC1)C1(CCC1)C(=O)OCC (Ethyl 1-(6-chloro-2,3,4,9-tetrahydro-1H-β-carbolin-1-yl)cyclobutanecarboxylate Hydrochloride). Solvent: C(C)O (ethanol). Yields the product Cl.ClC=1C=C2C=3CCN(C(C3NC2=CC1)C1(CCC1)C(=O)OCC)C (Ethyl 1-(6-chloro-2-methyl-2,3,4,9-tetrahydro-1H-β-carbolin-1-yl)cyclobutanecarboxylate Hydrochloride). RXN SMILES: CI.[C:3]([O-])(O)=O.[Na+].Cl.[Cl:9][C:10]1[CH:11]=[C:12]2[C:20](=[CH:21][CH:22]=1)[NH:19][C:18]1[CH:17]([C:23]3([C:27]([O:29][CH2:30][CH3:31])=[O:28])[CH2:26][CH2:25][CH2:24]3)[NH:16][CH2:15][CH2:14][C:13]2=1>C(O)C>[ClH:9].[Cl:9][C:10]1[CH:11]=[C:12]2[C:20](=[CH:21][CH:22]=1)[NH:19][C:18]1[CH:17]([C:23]3([C:27]([O:29][CH2:30][CH3:31])=[O:28])[CH2:24][CH2:25][CH2:26]3)[N:16]([CH3:3])[CH2:15][CH2:14][C:13]2=1 |f:1.2,3.4,6.7|. Reported procedure: 0.3 ml of methyl iodide and 0.8 g of NaHCO3 are added to a solution of 1 g of the compound of Example 1 in 25 ml of ethanol. After reaction for 24 hours at ambient temperature, the reaction mixture is concentrated under reduced pressure and then the residue is taken up in a mixture of water and dichloromethane. After extraction, drying and filtration, the organic phase is concentrated under reduced pressure. Crystallisation from a solution of ethanol and ethereal hydrogen chloride enables the ex... Reactants: C(CCC)C=1N(C(NN1)=S)CC1=CC=C(C=C1)C1=C(C=CC=C1)C#N (5-n-butyl-4-[(2'cyanobiphenyl-4-yl)methyl]-2,4-dihydro-3H-1,2,4-triazole-3-thione), C(C)(C)N(C(C)C)CC (N,N-diisopropylethylamine), [N+](=O)([O-])C1=CC=C(CBr)C=C1 (4-nitrobenzyl bromide). Run in COCCO (2-methoxyethanol). Reaction conditions: time 2 hour. Product: C(CCC)C1=NN=C(N1CC1=CC=C(C=C1)C1=C(C=CC=C1)C#N)SCC1=CC=C(C=C1)[N+](=O)[O-] (3-n-Butyl-4-[(2'-cyanobiphenyl-4-yl)methyl]-5-(4-nitrobenzylthio)-4H-1,2,4-triazole). Yield: 86.9%. As a reaction SMILES: [CH2:1]([C:5]1[N:6]([CH2:11][C:12]2[CH:17]=[CH:16][C:15]([C:18]3[CH:23]=[CH:22][CH:21]=[CH:20][C:19]=3[C:24]#[N:25])=[CH:14][CH:13]=2)[C:7](=[S:10])[NH:8][N:9]=1)[CH2:2][CH2:3][CH3:4].C(N(CC)C(C)C)(C)C.[N+:35]([C:38]1[CH:45]=[CH:44][C:41]([CH2:42]Br)=[CH:40][CH:39]=1)([O-:37])=[O:36]>COCCO>[CH2:1]([C:5]1[N:6]([CH2:11][C:12]2[CH:17]=[CH:16][C:15]([C:18]3[CH:23]=[CH:22][CH:21]=[CH:20][C:19]=3[C:24]#[N:25])=[CH:14][CH:13]=2)[C:7]([S:10][CH2:42][C:41]2[CH:44]=[CH:45][C:38]([N+:35]([O-:37])=[O:36])=[CH:39][CH:40]=2)=[N:8][N:9]=1)[CH2:2][CH2:3][CH3:4]. Procedure details: A mixture of 209 mg (0.6 mmole) of 5-n-butyl-4-[(2'cyanobiphenyl-4-yl)methyl]-2,4-dihydro-3H-1,2,4-triazole-3-thione (from Example 15, Step C), 209 μl (155 mg, 1.2 mmole) of N,N-diisopropylethylamine, 259 mg (1.2 mmole) of 4-nitrobenzyl bromide, and 2 ml of 2-methoxyethanol was stirred under N2 at room temperature for 2 hours. The solution was then concentrated in vacuo at 30° C. to small volume and then partitioned between a mixture of 25 ml of ether, 5 ml of ethyl acetate, and 25 ml of 0.2 N H... Reactants: OC1CCC(CC1)N1C(OC([C@@H]1C1=CC=CC=C1)(C)C)=O ((S)-3-(4-hydroxycyclohexyl)-5,5-dimethyl-4-phenyloxazolidin-2-one), CC(=O)OI1(C=2C=CC=CC2C(=O)O1)(OC(=O)C)OC(=O)C (Dess-Martin periodinane), ice, [O-]S(=O)(=S)[O-].[Na+].[Na+] (Na2S2O3), C(=O)(O)[O-].[Na+] (NaHCO3). Solvent: C(Cl)Cl (DCM). Conditions: time 22.5 hour. Yields the product CC1([C@@H](N(C(O1)=O)C1CCC(CC1)=O)C1=CC=CC=C1)C ((S)-5,5-dimethyl-3-(4-oxocyclohexyl)-4-phenyloxazolidin-2-one). Yield: 64.0%. RXN SMILES: CC(OI1(OC(C)=O)(OC(C)=O)OC(=O)C2C=CC=CC1=2)=O.[OH:23][CH:24]1[CH2:29][CH2:28][CH:27]([N:30]2[C@@H:34]([C:35]3[CH:40]=[CH:39][CH:38]=[CH:37][CH:36]=3)[C:33]([CH3:42])([CH3:41])[O:32][C:31]2=[O:43])[CH2:26][CH2:25]1.[O-]S([O-])(=S)=O.[Na+].[Na+].C([O-])(O)=O.[Na+]>C(Cl)Cl>[CH3:41][C:33]1([CH3:42])[O:32][C:31](=[O:43])[N:30]([CH:27]2[CH2:26][CH2:25][C:24](=[O:23])[CH2:29][CH2:28]2)[C@H:34]1[C:35]1[CH:36]=[CH:37][CH:38]=[CH:39][CH:40]=1 |f:2.3.4,5.6|. Reported procedure: Dess-Martin periodinane (500 mL, 0.3 M in DCM, 0.15 mol) was added over 15 minutes to an ice-cooled solution of (S)-3-(4-hydroxycyclohexyl)-5,5-dimethyl-4-phenyloxazolidin-2-one (39.5 g, 0.136 mol) in DCM (1 L). The resulting mixture was stirred at room temperature under nitrogen for 22.5 hours. Saturated aqueous Na2S2O3 (300 mL) and saturated aqueous NaHCO3 (300 mL) were added, and the mixture was stirred at room temperature for 1 hour. The organic layer was separated, washed with brine (300 mL... Starting materials: Cn1c(-c2ccccc2[N+](=O)[O-])nc2c(C3OCCO3)cccc21, CO. The product is Cn1c(-c2ccccc2N)nc2c(C3OCCO3)cccc21. Reaction SMILES: [CH2:1]1[CH2:2][O:3][CH:4]([c:5]2[cH:6][cH:7][cH:8][c:9]3[n:10]([CH3:23])[c:11](-[c:14]4[c:15]([N+:20]([O-:21])=[O:22])[cH:16][cH:17][cH:18][cH:19]4)[n:12][c:13]23)[O:24]1.[CH3:25][OH:26]>>[CH2:1]1[CH2:2][O:3][CH:4]([c:5]2[cH:6][cH:7][cH:8][c:9]3[n:10]([CH3:23])[c:11](-[c:14]4[c:15]([NH2:20])[cH:16][cH:17][cH:18][cH:19]4)[n:12][c:13]23)[O:24]1. Starting materials: C([O-])([O-])=O.[Na+].[Na+] (sodium carbonate), ClC=1C=C2C(=CNC2=CC1)CCNC(C1=CC(=CC=C1)I)=O (N-(2-(5-chloro-1H-indol-3-yl)ethyl)-3-iodobenzamide), C(#N)C1=CC=C(C=C1)B(O)O (4-cyanophenylboronic acid). The reagents and catalysts are C=1C=CC(=CC1)[P](C=2C=CC=CC2)(C=3C=CC=CC3)[Pd]([P](C=4C=CC=CC4)(C=5C=CC=CC5)C=6C=CC=CC6)([P](C=7C=CC=CC7)(C=8C=CC=CC8)C=9C=CC=CC9)[P](C=1C=CC=CC1)(C=1C=CC=CC1)C=1C=CC=CC1 (tetrakis(triphenylphosphine)palladium). Solvent: C(OC)COC (dimethoxyethane), O (water). Yields the product eluent, ClC=1C=C2C(=CNC2=CC1)CCNC(=O)C=1C=C(C=CC1)C1=CC=C(C=C1)C#N (N-(2-(5-chloro-1H-indol-3-yl)ethyl)-4′-cyanobiphenyl-3-carboxamide). The yield is 24.2%. Reaction SMILES: [Cl:1][C:2]1[CH:3]=[C:4]2[C:8](=[CH:9][CH:10]=1)[NH:7][CH:6]=[C:5]2[CH2:11][CH2:12][NH:13][C:14](=[O:22])[C:15]1[CH:20]=[CH:19][CH:18]=[C:17](I)[CH:16]=1.[C:23]([C:25]1[CH:30]=[CH:29][C:28](B(O)O)=[CH:27][CH:26]=1)#[N:24].C(=O)([O-])[O-].[Na+].[Na+]>C(COC)OC.O.C1C=CC([P]([Pd]([P](C2C=CC=CC=2)(C2C=CC=CC=2)C2C=CC=CC=2)([P](C2C=CC=CC=2)(C2C=CC=CC=2)C2C=CC=CC=2)[P](C2C=CC=CC=2)(C2C=CC=CC=2)C2C=CC=CC=2)(C2C=CC=CC=2)C2C=CC=CC=2)=CC=1>[Cl:1][C:2]1[CH:3]=[C:4]2[C:8](=[CH:9][CH:10]=1)[NH:7][CH:6]=[C:5]2[CH2:11][CH2:12][NH:13][C:14]([C:15]1[CH:16]=[C:17]([C:28]2[CH:29]=[CH:30][C:25]([C:23]#[N:24])=[CH:26][CH:27]=2)[CH:18]=[CH:19][CH:20]=1)=[O:22] |f:2.3.4,^1:50,52,71,90|. Procedure details: N-(2-(5-chloro-1H-indol-3-yl)ethyl)-4′-cyanobiphenyl-3-carboxamide was prepared according to method B with N-(2-(5-chloro-1H-indol-3-yl)ethyl)-3-iodobenzamide (0.075 g; 0.176 mmol), 4-cyanophenylboronic acid (0.027 g; 0.180 mmol), tetrakis(triphenylphosphine)palladium (0.010 g; 0.009 mmol), sodium carbonate (0.037 g; 0.353 mmol), in dimethoxyethane (3 mL) and water (1 mL), irradiated in a microwave oven at 130° C. for 15 minutes. Flash chromatography on silica gel (eluent 2 to 20% ethyl acetate ... Reactants: Cl (HCl), C(C)(C)(C)OC(=O)N1CCN(CC1)C(=O)C1=CC2=NC=CC(=C2S1)Cl (4-(7-chloro-thieno[3,2-b]pyridine-2-carbonyl)-piperazine-1-carboxylic acid tert-butyl ester), CO (MeOH). Conditions: time 15 minute. The product is ClC1=C2C(=NC=C1)C=C(S2)C(=O)N2CCN(CC2)C(C)=O (1-[4-(7-Chloro-thieno[3,2-b]pyridine-2-carbonyl)-piperazin-1-yl]-ethanone), oil. Yield: 99.0%. RXN SMILES: Cl.C([O:6][C:7]([N:9]1[CH2:14][CH2:13][N:12]([C:15]([C:17]2[S:25][C:24]3[C:19](=[N:20][CH:21]=[CH:22][C:23]=3[Cl:26])[CH:18]=2)=[O:16])[CH2:11][CH2:10]1)=O)(C)(C)C.[CH3:27]O>>[Cl:26][C:23]1[CH:22]=[CH:21][N:20]=[C:19]2[CH:18]=[C:17]([C:15]([N:12]3[CH2:13][CH2:14][N:9]([C:7](=[O:6])[CH3:27])[CH2:10][CH2:11]3)=[O:16])[S:25][C:24]=12. Procedure details: HCl (gas) was bubbled through a solution of 4-(7-chloro-thieno[3,2-b]pyridine-2-carbonyl)-piperazine-1-carboxylic acid tert-butyl ester (270 mg, 0.71 mmol) in MeOH (5 mL). After 15 min, TLC showed the reaction to be complete. The resulting HCl salt was obtained as a yellow oil (199 mg, 99%) after the solvent was removed under pressure. The title compound was prepared from the resulting HCl salt and acetyl chloride by a procedure analogous to Example 70A. MS: 325 (MH+); HPLC Rf: 3.62; HPLC purity... Starting materials: E1, ClC=1C=C2N(C(N1)=O)C[C@@H](N2C)C ((S)-7-chloro-1,2-dimethyl-2,3-dihydroimidazo[1,2-c]pyrimidin-5(1H)-one), FC=1C=C(C=CC1OC1=CC(=NC=C1)C(F)(F)F)CO ((3-fluoro-4-((2-(trifluoromethyl)pyridin-4-yl)oxy)phenyl)methanol). The product is FC=1C=C(COC=2C=C3N(C(N2)=O)C[C@@H](N3C)C)C=CC1OC1=CC(=NC=C1)C(F)(F)F ((S)-7-((3-fluoro-4-((2-(trifluoromethyl)pyridin-4-yl)oxy)benzyl)oxy)-1,2-dimethyl-2,3-dihydroimidazo[1,2-c]pyrimidin-5(1H)-one). Reaction SMILES: Cl[C:2]1[CH:3]=[C:4]2[N:11]([CH3:12])[C@@H:10]([CH3:13])[CH2:9][N:5]2[C:6](=[O:8])[N:7]=1.[F:14][C:15]1[CH:16]=[C:17]([CH2:32][OH:33])[CH:18]=[CH:19][C:20]=1[O:21][C:22]1[CH:27]=[CH:26][N:25]=[C:24]([C:28]([F:31])([F:30])[F:29])[CH:23]=1>>[F:14][C:15]1[CH:16]=[C:17]([CH:18]=[CH:19][C:20]=1[O:21][C:22]1[CH:27]=[CH:26][N:25]=[C:24]([C:28]([F:31])([F:29])[F:30])[CH:23]=1)[CH2:32][O:33][C:2]1[CH:3]=[C:4]2[N:11]([CH3:12])[C@@H:10]([CH3:13])[CH2:9][N:5]2[C:6](=[O:8])[N:7]=1. Procedure: The title compound was prepared by a procedure similar to that described for E1 starting from (S)-7-chloro-1,2-dimethyl-2,3-dihydroimidazo[1,2-c]pyrimidin-5(1H)-one and (3-fluoro-4-((2-(trifluoromethyl)pyridin-4-yl)oxy)phenyl)methanol. Reactants: O (water), N[C@H]1[C@@H]2N(C(=C(CS2)S\C=C/C=2C=NC=CC2)C(=O)OC(C2=CC=CC=C2)C2=CC=CC=C2)C1=O (benzhydryl 7β-amino-3-[(Z)-2-(3-pyridyl)vinylthio]-3-cephem-4-carboxylate), C[Si](NC(C)=O)(C)C (N-trimethylsilylacetamide), C1(=CC=CC=C1)CC(=O)Cl (phenyl acetyl chloride). Solvent: O1CCCC1 (tetrahydrofuran), C(C)(=O)OCC (ethyl acetate), O1CCCC1 (tetrahydrofuran). Reaction conditions: time 20 minute. Product: C1(=CC=CC=C1)CC(=O)N[C@H]1[C@@H]2N(C(=C(CS2)S\C=C/C=2C=NC=CC2)C(=O)OC(C2=CC=CC=C2)C2=CC=CC=C2)C1=O (benzhydryl 7β-(2-phenylacetamido)-3-[(Z)-2-(3-pyridyl)vinylthio]-3-cephem-4-carboxylate). Reaction SMILES: [NH2:1][C@@H:2]1[C:34](=[O:35])[N:4]2[C:5]([C:18]([O:20][CH:21]([C:28]3[CH:33]=[CH:32][CH:31]=[CH:30][CH:29]=3)[C:22]3[CH:27]=[CH:26][CH:25]=[CH:24][CH:23]=3)=[O:19])=[C:6]([S:9]/[CH:10]=[CH:11]\[C:12]3[CH:13]=[N:14][CH:15]=[CH:16][CH:17]=3)[CH2:7][S:8][C@H:3]12.C[Si](C)(C)NC(=O)C.[C:44]1([CH2:50][C:51](Cl)=[O:52])[CH:49]=[CH:48][CH:47]=[CH:46][CH:45]=1.O>O1CCCC1.C(OCC)(=O)C>[C:44]1([CH2:50][C:51]([NH:1][C@@H:2]2[C:34](=[O:35])[N:4]3[C:5]([C:18]([O:20][CH:21]([C:28]4[CH:33]=[CH:32][CH:31]=[CH:30][CH:29]=4)[C:22]4[CH:27]=[CH:26][CH:25]=[CH:24][CH:23]=4)=[O:19])=[C:6]([S:9]/[CH:10]=[CH:11]\[C:12]4[CH:13]=[N:14][CH:15]=[CH:16][CH:17]=4)[CH2:7][S:8][C@H:3]23)=[O:52])[CH:49]=[CH:48][CH:47]=[CH:46][CH:45]=1. Procedure: To a solution of benzhydryl 7β-amino-3-[(Z)-2-(3-pyridyl)vinylthio]-3-cephem-4-carboxylate (500 mg) in tetrahydrofuran (12.5 ml) was added N-trimethylsilylacetamide (550 mg), and stirred at room temperature for 20 minutes. To the solution was added dropwise a solution of phenyl acetyl chloride (146 μl) above at -20° C. for 2 minutes. The mixture was stirred at -20~-15° C. for 50 minutes. To the reaction mixture were added water (50 ml), ethyl acetate (50 ml) and tetrahydrofuran (15 ml). The orga... Starting materials: COC(=O)C1=C(C2=C(N=CN=C2NC2=C(C=C(C=C2)F)OC2CC3C(OCO3)C2)S1)C (4-[4-fluoro-2-(tetrahydro-cyclopenta[1,3]dioxol-5-yloxy)phenylamino]-5-methyl-thieno[2,3-d]pyrimidine-6-carboxylic acid methyl ester), [OH-].[Li+] (lithium hydroxide), C(CC(O)(C(=O)O)CC(=O)O)(=O)O (citric acid). The solvent is C1CCOC1 (THF). Run at time 8 hour. Yields the product FC1=CC(=C(C=C1)NC=1C2=C(N=CN1)SC(=C2C)C(=O)O)OC2CC1C(OCO1)C2 (4-[4-Fluoro-2-(tetrahydro-cyclopenta[1,3]dioxol-5-yloxy)phenylamino]-5-methyl-thieno[2,3-d]pyrimidine-6-carboxylic acid). Reaction SMILES: C[O:2][C:3]([C:5]1[S:30][C:8]2[N:9]=[CH:10][N:11]=[C:12]([NH:13][C:14]3[CH:19]=[CH:18][C:17]([F:20])=[CH:16][C:15]=3[O:21][CH:22]3[CH2:29][CH:25]4[O:26][CH2:27][O:28][CH:24]4[CH2:23]3)[C:7]=2[C:6]=1[CH3:31])=[O:4].[OH-].[Li+].C(O)(=O)CC(CC(O)=O)(C(O)=O)O>C1COCC1>[F:20][C:17]1[CH:18]=[CH:19][C:14]([NH:13][C:12]2[C:7]3[C:6]([CH3:31])=[C:5]([C:3]([OH:4])=[O:2])[S:30][C:8]=3[N:9]=[CH:10][N:11]=2)=[C:15]([O:21][CH:22]2[CH2:23][CH:24]3[O:28][CH2:27][O:26][CH:25]3[CH2:29]2)[CH:16]=1 |f:1.2|. Reported procedure: A reaction mixture of 2.1 g 4-[4-fluoro-2-(tetrahydro-cyclopenta[1,3]dioxol-5-yloxy)phenylamino]-5-methyl-thieno[2,3-d]pyrimidine-6-carboxylic acid methyl ester and 0.56 g lithium hydroxide in 150 ml THF was stirred at rt overnight. Then the mixture was acidified by addition of 10% citric acid, concentrated and filtered. The solid was dried in vacuo at 60° C. Starting materials: CCOC(=O)CCCBr, CC#N, CCOC(C)=O, CCN(C(C)C)C(C)C, CC(C)Oc1ccc(-c2nc(-c3cccc4c3OCCNC4)no2)cc1Cl, Cl, O. The product is CCOC(=O)CCCN1CCOc2c(cccc2-c2noc(-c3ccc(OC(C)C)c(Cl)c3)n2)C1. RXN SMILES: [Br:29][CH2:30][CH2:31][CH2:32][C:33](=[O:34])[O:35][CH2:36][CH3:37].[CH3:47][C:48]#[N:49].[CH3:50][CH2:51][O:52][C:53]([CH3:54])=[O:55].[CH:38]([N:39]([CH2:40][CH3:41])[CH:42]([CH3:43])[CH3:44])([CH3:45])[CH3:46].[Cl:2][c:3]1[cH:4][c:5](-[c:13]2[n:14][c:15](-[c:18]3[cH:19][cH:20][cH:21][c:22]4[c:28]3[O:27][CH2:26][CH2:25][NH:24][CH2:23]4)[n:16][o:17]2)[cH:6][cH:7][c:8]1[O:9][CH:10]([CH3:11])[CH3:12].[ClH:1].[OH2:56]>>[Cl:2][c:3]1[cH:4][c:5](-[c:13]2[n:14][c:15](-[c:18]3[cH:19][cH:20][cH:21][c:22]4[c:28]3[O:27][CH2:26][CH2:25][N:24]([CH2:30][CH2:31][CH2:32][C:33](=[O:34])[O:35][CH2:36][CH3:37])[CH2:23]4)[n:16][o:17]2)[cH:6][cH:7][c:8]1[O:9][CH:10]([CH3:11])[CH3:12].